From a dataset of the Open Reaction Database (ORD), a public repository of structured organic reaction records. describe an organic reaction: reactants, conditions, products, and yield Reactants: BrC1=C(C(=O)OC(C)C)C=C(C(=C1)F)NC(=O)N (isopropyl 2-bromo-4-fluoro-5-ureidobenzoate), CCOC(=O)C1CCCC1=O (ethyl cyclopentanone-2-carboxylate). Solvent: C1(=CC=CC=C1)C (toluene). The product is BrC1=C(C(=O)OC(C)C)C=C(C(=C1)F)NC(=O)NC1=C(CCC1)C(=O)OCC (isopropyl 2-bromo-4-fluoro-5-{3-[2-(ethoxycarbonyl)-1-cyclopenten-1-yl]ureido}-benzoate). RXN SMILES: [Br:1][C:2]1[CH:13]=[C:12]([F:14])[C:11]([NH:15][C:16]([NH2:18])=[O:17])=[CH:10][C:3]=1[C:4]([O:6][CH:7]([CH3:9])[CH3:8])=[O:5].[CH3:19][CH2:20][O:21][C:22]([CH:24]1[C:28](=O)[CH2:27][CH2:26][CH2:25]1)=[O:23]>C1(C)C=CC=CC=1>[Br:1][C:2]1[CH:13]=[C:12]([F:14])[C:11]([NH:15][C:16]([NH:18][C:25]2[CH2:26][CH2:27][CH2:28][C:24]=2[C:22]([O:21][CH2:20][CH3:19])=[O:23])=[O:17])=[CH:10][C:3]=1[C:4]([O:6][CH:7]([CH3:9])[CH3:8])=[O:5]. Reported procedure: using isopropyl 2-bromo-4-fluoro-5-ureidobenzoate and ethyl cyclopentanone-2-carboxylate in toluene there is obtained isopropyl 2-bromo-4-fluoro-5-{3-[2-(ethoxycarbonyl)-1-cyclopenten-1-yl]ureido}-benzoate, m.p. 150°-154° C., Starting materials: CC=1NC(=C(C(C1C(=O)O)C1=CC(=CC=C1)[N+](=O)[O-])C(=O)OC)C (1,4-dihydro-2,6-dimethyl-5-methoxycarbonyl-4-(3-nitrophenyl)pyridine-3-carboxylic acid), N1(N=NN=C1)CC1=CC=C(C=C1)/C=C/CO ((E)-3-{4-(1,2,3,4-tetrazol-1-ylmethyl)phenyl}-2-propen-1-ol), C1(CCCCC1)N=C=NC1CCCCC1 (dicyclohexylcarbodiimide), 4-N,N-dimethylaminopyridine. The solvent is C1(=CC=CC=C1)C (toluene). Yields the product CC=1NC(=C(C(C1C(=O)OC)C1=CC(=CC=C1)[N+](=O)[O-])C(=O)OC\C=C\C1=CC=C(C=C1)CN1N=NN=C1)C (Methyl (E)-3-[4-(1,2,3,4-tetrazol-1-ylmethyl)phenyl]-2-propen-1yl 1,4-dihydro-2,6-dimethyl-4-(3-nitrophenyl)pyridine-3,5-dicarboxylate). Reaction SMILES: [CH3:1][C:2]1[NH:3][C:4]([CH3:24])=[C:5]([C:20]([O:22][CH3:23])=[O:21])[CH:6]([C:11]2[CH:16]=[CH:15][CH:14]=[C:13]([N+:17]([O-:19])=[O:18])[CH:12]=2)[C:7]=1[C:8](O)=[O:9].[N:25]1([CH2:30][C:31]2[CH:36]=[CH:35][C:34](/[CH:37]=[CH:38]/[CH2:39][OH:40])=[CH:33][CH:32]=2)[CH:29]=[N:28][N:27]=[N:26]1.C1(N=C=NC2CCCCC2)CCCCC1>C1(C)C=CC=CC=1>[CH3:24][C:4]1[NH:3][C:2]([CH3:1])=[C:7]([C:8]([O:40][CH2:39]/[CH:38]=[CH:37]/[C:34]2[CH:35]=[CH:36][C:31]([CH2:30][N:25]3[CH:29]=[N:28][N:27]=[N:26]3)=[CH:32][CH:33]=2)=[O:9])[CH:6]([C:11]2[CH:16]=[CH:15][CH:14]=[C:13]([N+:17]([O-:19])=[O:18])[CH:12]=2)[C:5]=1[C:20]([O:22][CH3:23])=[O:21]. Procedure details: 332 mg (1 mM) of 1,4-dihydro-2,6-dimethyl-5-methoxycarbonyl-4-(3-nitrophenyl)pyridine-3-carboxylic acid together with 217 mg (1 mM) of (E)-3-{4-(1,2,3,4-tetrazol-1-ylmethyl)phenyl}-2-propen-1-ol, 248 mg (1.2 mM) of dicyclohexylcarbodiimide and 134 mg (1.1 mM) of 4-N,N-dimethylaminopyridine were dissolved in 5 ml of toluene, while heating, and refluxed for six hours. The solution was cooled to room temperature, and the crystals produced were filtered off. The filtrate was washed with water and dr... Reactants: BrC=1C(=NC(=NC1)OC1=C(C=C(C=C1)F)F)OC1=C(C=C(C=C1)F)F (5-Bromo-2,4-bis-(2,4-difluoro-phenoxy)-pyrimidine), C1CCOC1 (THF), C(C)OCC (diethyl ether), C(C)(C)[Mg]Cl (isopropyl magnesium chloride). Reaction conditions: temperature 0 celsius. Yields the product FC1=C(OC2=NC=C(C(=N2)OC2=C(C=C(C=C2)F)F)C(=O)O)C=CC(=C1)F (2,4-bis-(2,4-difluoro-phenoxy)-pyrimidine-5-carboxylic acid). As a reaction SMILES: Br[C:2]1[C:3]([O:17][C:18]2[CH:23]=[CH:22][C:21]([F:24])=[CH:20][C:19]=2[F:25])=[N:4][C:5]([O:8][C:9]2[CH:14]=[CH:13][C:12]([F:15])=[CH:11][C:10]=2[F:16])=[N:6][CH:7]=1.C1[CH2:30][O:29]CC1.C([Mg]Cl)(C)C.C([O:38]CC)C>>[F:16][C:10]1[CH:11]=[C:12]([F:15])[CH:13]=[CH:14][C:9]=1[O:8][C:5]1[N:4]=[C:3]([O:17][C:18]2[CH:23]=[CH:22][C:21]([F:24])=[CH:20][C:19]=2[F:25])[C:2]([C:30]([OH:29])=[O:38])=[CH:7][N:6]=1. Procedure details: 5-Bromo-2,4-bis-(2,4-difluoro-phenoxy)-pyrimidine (1.0 g, 2.41 mmol) was added to 30 mL of a 1:1 mixture of dry THF and diethyl ether. The mixture was cooled to 0° C. in an ice bath, and isopropyl magnesium chloride (1.45 mL of 2 M solution in diethyl ether, 2.41 mmol) was added dropwise to the stirring mixture. The reaction mixture was stirred at 0° C. for on hour, then dry CO2 was bubbled through the stirring reaction mixture for 45 minutes. The reaction mixture was stirred under CO2 atmospher... Reactants: [N+](=O)([O-])C1=CC=C(OC2=C(C=CC(=C2C(C)C)S(=O)(=O)[O-])C)C=C1 (2-(4-nitrophenoxy)-1-methylethyl-p-toluenesulfonate), [K] (potassium), C1(C=2C(C(N1)=O)=CC=CC2)=O (phthalimide). Run in CN(C=O)C (N,N-dimethylformamide). Reaction conditions: temperature 110 celsius, time 8 hour. Product: [N+](=O)([O-])C1=CC=C(OCC(C)N2C(C=3C(C2=O)=CC=CC3)=O)C=C1 (N-{2-(4-nitrophenoxy)-1-methylethyl}phthalimide). Reaction SMILES: [N+:1]([C:4]1[CH:24]=[CH:23][C:7]([O:8][C:9]2[C:14]([CH:15](C)C)=C(S([O-])(=O)=O)C=CC=2C)=[CH:6][CH:5]=1)([O-:3])=[O:2].[K].[C:26]1(=[O:36])[NH:30][C:29](=[O:31])[C:28]2=[CH:32][CH:33]=[CH:34][CH:35]=[C:27]12>CN(C)C=O>[N+:1]([C:4]1[CH:5]=[CH:6][C:7]([O:8][CH2:9][CH:14]([N:30]2[C:29](=[O:31])[C:28]3=[CH:32][CH:33]=[CH:34][CH:35]=[C:27]3[C:26]2=[O:36])[CH3:15])=[CH:23][CH:24]=1)([O-:3])=[O:2] |^1:24|. Procedure: A mixture consisting of 77 g of 2-(4-nitrophenoxy)-1-methylethyl-p-toluenesulfonate, 45 g of potassium salt of phthalimide and N,N-dimethylformamide was heated at 110° C. for 3 hr. with stirring. The reaction mixture was extracted with ethyl acetate; the extract was washed consecutively with water and saturated saline, and dried with anhydrous sodium sulfate. The solvent was thereafter distilled off under reduced pressure; the residue was dissolved in ethanol and left standing overnight in refri...